Dataset: the Open Reaction Database (ORD), a public repository of structured organic reaction records. Task: describe an organic reaction: reactants, conditions, products, and yield The reactants are S(=O)(Cl)Cl (Thionyl chloride), NC[C@H](CC(=O)O)O ((S)-4-amino-3-hydroxybutanoic acid), CO (MeOH). Conditions: temperature 62 celsius, time 12 hour. Product: Cl.NC[C@H](CC(=O)OC)O ((S)-methyl 4-amino-3-hydroxybutanoate hydrochloride). Reaction SMILES: S(Cl)([Cl:3])=O.[NH2:5][CH2:6][C@@H:7]([OH:12])[CH2:8][C:9]([OH:11])=[O:10].[CH3:13]O>>[ClH:3].[NH2:5][CH2:6][C@@H:7]([OH:12])[CH2:8][C:9]([O:11][CH3:13])=[O:10] |f:3.4|. Procedure details: Thionyl chloride (3 mL) was added to a cold (0° C.) stirred solution of (S)-4-amino-3-hydroxybutanoic acid (300 mg, 2.9 mmol) in MeOH (3 mL) and continued stirring at 62° C. for 12 h. The reaction mixture was concentrated under reduced pressure to afford 300 mg of the title compound.